From a dataset of the Open Reaction Database (ORD), a public repository of structured organic reaction records. describe an organic reaction: reactants, conditions, products, and yield The reactants are C(CCC)C1(CS(C2=C(N(C1)C1=CC=CC=C1)C=C(C=C2)OC)(=O)=O)CC ((±)-3-n-butyl-3-ethyl-2,3,4,5-tetrahydro-7-methoxy-5-phenyl-1,5-benzothiazepine 1,1-dioxide), [Br-].[Al+3].[Br-].[Br-] (aluminum bromide), C(C)S (ethanethiol). Product: C(CCC)C1(CS(C2=C(N(C1)C1=CC=CC=C1)C=C(C=C2)O)(=O)=O)CC ((±)-3-n-butyl-3-ethyl-2,3,4,5-tetrahydro-5-phenyl-1,5-benzothiazepin-7-ol 1,1-dioxide). Isolated yield 88.9%. RXN SMILES: [CH2:1]([C:5]1([CH2:26][CH3:27])[CH2:11][N:10]([C:12]2[CH:17]=[CH:16][CH:15]=[CH:14][CH:13]=2)[C:9]2[CH:18]=[C:19]([O:22]C)[CH:20]=[CH:21][C:8]=2[S:7](=[O:25])(=[O:24])[CH2:6]1)[CH2:2][CH2:3][CH3:4].[Br-].[Al+3].[Br-].[Br-].C(S)C>>[CH2:1]([C:5]1([CH2:26][CH3:27])[CH2:11][N:10]([C:12]2[CH:17]=[CH:16][CH:15]=[CH:14][CH:13]=2)[C:9]2[CH:18]=[C:19]([OH:22])[CH:20]=[CH:21][C:8]=2[S:7](=[O:24])(=[O:25])[CH2:6]1)[CH2:2][CH2:3][CH3:4] |f:1.2.3.4|. Procedure details: The compound of Example 26 (1.05 g, 2.71 mmol) was treated with aluminum bromide and ethanethiol according to the procedure for Example 18 giving the title product (0.90 g, 89%). 1H NMR (DMSO-d6) δ 9.99 (s, 1H); 7.27-6.74 (m, 8H); 3.61 (br s, 2H), 3.20 (s, 2H); 1.50-1.00 (m, 8H); 0.73 (m, 6H). MS Da/e=374 (MH+). Calcd for C21H27NSO3 ×0.25 H2O: C, 66.73; H, 7.33, N, 3.71, S, 8.48. Found: C, 66.67; H, 7.32; N, 3.67; S, 8.49.